Task: describe an organic reaction: reactants, conditions, products, and yield. Dataset: the Open Reaction Database (ORD), a public repository of structured organic reaction records Reactants: CCCCCC (hexane), C1(=CC=CC=C1)C=1N=C(NC1C1=CC=CC=C1)SCCCCCNCCCCCCC (N-[5-(4,5-diphenyl-1H-imidazol-2-ylthio)pentyl]-1-heptanamine), Cl (HCl). The product is Cl.C1(=CC=CC=C1)C=1N=C(NC1C1=CC=CC=C1)SCCCCCNCCCCCCC (N-[5-(4,5-diphenyl-1H-imidazol-2 -ylthio)pentyl]-1-heptanamine hydrochloride). Solvent: CCOCC (ether). Reported procedure: Part D. To a solution of lithium aluminum hydride, (1.52 g, 0.04 mol) in dry tetrahydrofuran (50 mL) was added, dropwise, a solution of 5-(4,5-diphenyl-1H-imidazol-2-ylthio)-N-heptylpentanamide (4.04 g, 0.009 mol) in tetrahydrofuran (25 mL) and the reaction mixture was stirred at reflux for 18 hours. The reaction mixture was cooled to 0°, quenched by the slow and careful sequential addition of water (1.52 mL), 15% sodium hydroxide (4.56 mL), and water (4.56 mL), and then stirred at 0° for 30 min... Reaction SMILES: [C:1]1([C:7]2[N:8]=[C:9]([S:18][CH2:19][CH2:20][CH2:21][CH2:22][CH2:23][NH:24][CH2:25][CH2:26][CH2:27][CH2:28][CH2:29][CH2:30][CH3:31])[NH:10][C:11]=2[C:12]2[CH:17]=[CH:16][CH:15]=[CH:14][CH:13]=2)[CH:6]=[CH:5][CH:4]=[CH:3][CH:2]=1.[ClH:32].CCCCCC>CCOCC>[ClH:32].[C:1]1([C:7]2[N:8]=[C:9]([S:18][CH2:19][CH2:20][CH2:21][CH2:22][CH2:23][NH:24][CH2:25][CH2:26][CH2:27][CH2:28][CH2:29][CH2:30][CH3:31])[NH:10][C:11]=2[C:12]2[CH:13]=[CH:14][CH:15]=[CH:16][CH:17]=2)[CH:2]=[CH:3][CH:4]=[CH:5][CH:6]=1 |f:4.5|. Conditions: time 15 minute. Starting materials: Oc1ccc(Br)cc1, O=C([O-])[O-], CN(C)C=O, ClCc1ccccc1, [K+], [K+], O. The product is Brc1ccc(OCc2ccccc2)cc1. Reaction SMILES: [Br:1][c:2]1[cH:3][cH:4][c:5]([OH:8])[cH:6][cH:7]1.[C:9](=[O:10])([O-:11])[O-:12].[CH3:24][N:25]([CH3:26])[CH:27]=[O:28].[Cl:15][CH2:16][c:17]1[cH:18][cH:19][cH:20][cH:21][cH:22]1.[K+:13].[K+:14].[OH2:23]>>[Br:1][c:2]1[cH:3][cH:4][c:5]([O:8][CH2:16][c:17]2[cH:18][cH:19][cH:20][cH:21][cH:22]2)[cH:6][cH:7]1. Starting materials: CCCCO, ClCCl, O=C=NC(=O)C(c1ccccc1)c1ccccc1. The product is CCCCOC(=O)NC(=O)C(c1ccccc1)c1ccccc1. Reaction SMILES: [CH2:1]([CH2:2][CH2:3][CH3:4])[OH:5].[Cl:24][CH2:25][Cl:26].[c:6]1([CH:12]([C:13](=[O:14])[N:15]=[C:16]=[O:17])[c:18]2[cH:19][cH:20][cH:21][cH:22][cH:23]2)[cH:7][cH:8][cH:9][cH:10][cH:11]1>>[CH2:1]([CH2:2][CH2:3][CH3:4])[O:5][C:16]([NH:15][C:13]([CH:12]([c:6]1[cH:7][cH:8][cH:9][cH:10][cH:11]1)[c:18]1[cH:19][cH:20][cH:21][cH:22][cH:23]1)=[O:14])=[O:17]. The reactants are N1N=CC=2C1=NC=NC2N (1H-pyrazolo[3,4-d]pyrimidin-4-amine), INC(CCC(=O)N)=O (N-iodosuccinamide). Product: IC1=NNC2=NC=NC(=C21)N (3-iodo-1H-pyrazolo[3,4-d]pyrimidin-4-amine). As a reaction SMILES: [NH:1]1[C:5]2=[N:6][CH:7]=[N:8][C:9]([NH2:10])=[C:4]2[CH:3]=[N:2]1.[I:11]NC(=O)CCC(N)=O>>[I:11][C:3]1[C:4]2[C:5](=[N:6][CH:7]=[N:8][C:9]=2[NH2:10])[NH:1][N:2]=1. Procedure details: Halogenation of commercially available 1H-pyrazolo[3,4-d]pyrimidin-4-amine provides an entry into the synthesis of compounds of Formula (A1-A6), (B1-B6), (C1-C6) and/or (D1-D6). In one embodiment, 1H-pyrazolo[3,4-d]pyrimidin-4-amine is treated with N-iodosuccinamide to give 3-iodo-1H-pyrazolo[3,4-d]pyrimidin-4-amine. Metal catalyzed cross coupling reactions are then carried out on 3-iodo-1H-pyrazolo[3,4-d]pyrimidin-4-amine. In one embodiment, palladium mediated cross-coupling of a suitably subst... Starting materials: COC(=O)[C@H]1CN(C(O1)=O)C1=CC2=C(N(C(C(O2)(F)F)=O)C)C=C1 ((5R)-3-(2,2-difluoro-4-methyl-3,4-dihydro-3-oxo-2H-1,4-benzoxazin-7-yl)-2-oxo-5-oxazolidinecarboxylic acid methyl ester), CN (MeNH2). The solvent is CO (MeOH), CO (MeOH). Conditions: time 16 hour. The product is CNC(=O)[C@H]1CN(C(O1)=O)C1=CC2=C(N(C(C(O2)(F)F)=O)C)C=C1 ((5R)-N-Methyl-3-(2,2-difluoro-4-methyl-3,4-dihydro-3-oxo-2H-1,4-benzoxazin-7-yl)-2-oxo-5-oxazolidinecarboxamide). Isolated yield 50.0%. RXN SMILES: C[O:2][C:3]([C@@H:5]1[O:9][C:8](=[O:10])[N:7]([C:11]2[CH:24]=[CH:23][C:14]3[N:15]([CH3:22])[C:16](=[O:21])[C:17]([F:20])([F:19])[O:18][C:13]=3[CH:12]=2)[CH2:6]1)=O.[CH3:25][NH2:26]>CO>[CH3:25][NH:26][C:3]([C@@H:5]1[O:9][C:8](=[O:10])[N:7]([C:11]2[CH:24]=[CH:23][C:14]3[N:15]([CH3:22])[C:16](=[O:21])[C:17]([F:20])([F:19])[O:18][C:13]=3[CH:12]=2)[CH2:6]1)=[O:2]. Procedure: To a stirred solution of (5R)-3-(2,2-Difluoro-4-methyl-3-oxo-3,4-dihydro-2H-1,4-benzoxazin-7-yl)-2-oxo-5-oxazolidinecarboxylic acid methyl ester (EXAMPLE 80, Step 3, 50 mg, 0.14 mmol) in MeOH (1 mL) is added 2M MeNH2 in MeOH (2 mL, 4 mmol). The resulting mixture is stirred for 16 h at which time a precipitate forms. The mixture is heated until it becomes clear, and the product is allowed to crystallize at room temperature in the form of white needles. The crystals are separated, washed with ethe... The reactants are C(C)(C)(C)C1=CC=C(CNCC(O)C2=CC=C(C=C2)F)C=C1 ([rac]-(4-tert-butyl-benzyl)-[2-(4-fluoro-phenyl)-2-hydroxy-ethyl]-amine), N1C=CC2=CC=CC(=C12)C(=O)O (1H-indole-7-carboxylic acid), CN(C)C(=[N+](C)C)ON1C2=C(C=CC=C2)N=N1.[B-](F)(F)(F)F (TBTU), C(C)(C)N(C(C)C)CC (N,N-diisopropylethyl amine). The solvent is CN(C)C=O (DMF), O (water). Reaction conditions: time 5 minute. Yields the product C(C)(C)(C)C1=CC=C(CN(C(=O)C=2C=CC=C3C=CNC23)CC(O)C2=CC=C(C=C2)F)C=C1 ([rac]-1H-Indole-7-carboxylic acid (4-tert-butyl-benzyl)-[2-(4-fluoro-phenyl)-2-hydroxy-ethyl]-amide). Yield: 67.5%. Reaction SMILES: [NH:1]1[C:9]2[C:4](=[CH:5][CH:6]=[CH:7][C:8]=2[C:10]([OH:12])=O)[CH:3]=[CH:2]1.CN(C(ON1N=NC2C=CC=CC1=2)=[N+](C)C)C.[B-](F)(F)(F)F.C(N(CC)C(C)C)(C)C.[C:44]([C:48]1[CH:65]=[CH:64][C:51]([CH2:52][NH:53][CH2:54][CH:55]([C:57]2[CH:62]=[CH:61][C:60]([F:63])=[CH:59][CH:58]=2)[OH:56])=[CH:50][CH:49]=1)([CH3:47])([CH3:46])[CH3:45]>CN(C=O)C.O>[C:44]([C:48]1[CH:65]=[CH:64][C:51]([CH2:52][N:53]([CH2:54][CH:55]([C:57]2[CH:58]=[CH:59][C:60]([F:63])=[CH:61][CH:62]=2)[OH:56])[C:10]([C:8]2[CH:7]=[CH:6][CH:5]=[C:4]3[C:9]=2[NH:1][CH:2]=[CH:3]3)=[O:12])=[CH:50][CH:49]=1)([CH3:47])([CH3:45])[CH3:46] |f:1.2|. Procedure details: To a solution of 80 mg (0.5 mmol) of 1H-indole-7-carboxylic acid and 159 mg of TBTU (0.5 mmol) in 6 ml DMF, were added 0.43 ml (2.48 mmol) of N,N-diisopropylethyl amine. After stirring for 5 min at rt, 150 mg (0.5 mmol) of [rac]-(4-tert-butyl-benzyl)-[2-(4-fluoro-phenyl)-2-hydroxy-ethyl]-amine were added. After stirring for 17 h at rt, the reaction mixture was diluted with 60 ml water and extracted with EtOAc (2×). The combined organic phases were washed with water and brine, dried with magnesiu... Reactants: BrC1=C(C=C(C=C1C)OC)C (4-bromo-3,5-dimethylanisole), C(C)(C)(C)[Li] (tert-Butyllithium), CN(C)C=O (DMF). Run in CCOCC (ether), O1CCCC1 (tetrahydrofuran). Conditions: temperature -78 celsius, time 30 minute. Yields the product CC1=C(C=O)C(=CC(=C1)OC)C (2,6-dimethyl-4-methoxybenzaldehyde). Isolated yield 62.2%. Reaction SMILES: Br[C:2]1[C:7]([CH3:8])=[CH:6][C:5]([O:9][CH3:10])=[CH:4][C:3]=1[CH3:11].C([Li])(C)(C)C.CN([CH:20]=[O:21])C>O1CCCC1.CCOCC>[CH3:11][C:3]1[CH:4]=[C:5]([O:9][CH3:10])[CH:6]=[C:7]([CH3:8])[C:2]=1[CH:20]=[O:21]. Procedure: To 4-bromo-3,5-dimethylanisole (20 g, 93.0 mmol) in 500 mL of tetrahydrofuran at -78° C. was added 120 mL of tert-Butyllithium (1.7M in pentane). The reaction mixture was stirred for 30 minutes at -78° C. and then DMF (136.0 g, 186.0 mmol) was added. The reaction mixture was stirred for 1 hour at -78° C. and for 1.5 hours at room temperature, diluted with 300 mL of ether, washed with 300 mL of water, acidified 1N HCl , and 5×100 mL of brine. The organic portion was dried (MgSO4), filtered, and e...